Dataset: the Open Reaction Database (ORD), a public repository of structured organic reaction records. Task: describe an organic reaction: reactants, conditions, products, and yield Reactants: [Br-].C(C(C)C)[N+]1=CN(C=C1)CC(C)C (1,3-diisobutylimidazolium bromide), O (water), resin/mmol salt. Run in C(C[*:2])[*:1] (polyethylene). Run at time 8 hour. Product: [OH-].C(C(C)C)[N+]1=CN(C=C1)CC(C)C (1,3-diisobutylimidazolium hydroxide). Isolated yield 89.0%. As a reaction SMILES: [Br-].[CH2:2]([N+:6]1[CH:10]=[CH:9][N:8]([CH2:11][CH:12]([CH3:14])[CH3:13])[CH:7]=1)[CH:3]([CH3:5])[CH3:4].[OH2:15]>>[OH-:15].[CH2:2]([N+:6]1[CH:10]=[CH:9][N:8]([CH2:11][CH:12]([CH3:14])[CH3:13])[CH:7]=1)[CH:3]([CH3:5])[CH3:4] |f:0.1,3.4|. Procedure: The 1,3-diisobutylimidazolium bromide product was dissolved in deionized water (10 mL water/1 mmol salt) in a polyethylene plastic bottle. To the solution, Bio-Rad AG 1-X8 ion-exchange resin (1.1 g resin/mmol salt) was added and the slurry-like mixture was gently stirred overnight. The exchange solution was filtered and a small aliquot of the filtrate was titrated with 0.1N HCl to indicate the exchange yielded 89% of the desired 1,3-diisobutylimidazolium hydroxide product. The reactants are C(=O)(C(F)(F)F)O (TFA), C(=O)(O)[O-].[Na+] (NaHCO3), COC=1C=C(C=CC1O)C(=O)C=1C2=C(SC1C1=CC=C(C=C1)OCCN1CCCC1)C=C(C=C2)OCC2=CC=CC=C2 (6-benzyloxy-2-[4-[2-(1-pyrrolidinyl)ethoxy]phenyl]benzo[b]thiophen-3-yl 3-methoxy-4-hydroxyphenyl ketone), CC(C)C[AlH]CC(C)C (DIBAL-H), [SiH](CC)(CC)CC (Et3SiH). Solvent: C1CCOC1 (THF). Conditions: time 1 hour. Product: C(C1=CC=CC=C1)OC=1C=CC2=C(SC(=C2CC2=CC(=C(C=C2)O)OC)C2=CC=C(C=C2)OCCN2CCCC2)C1 (6-Benzyloxy-3-[(3-methoxy-4-hydroxyphenyl)methyl]-2-[4-[2-(1-pyrrolidinyl)ethoxy]phenyl]benzo[b]thiophene). As a reaction SMILES: [CH3:1][O:2][C:3]1[CH:4]=[C:5]([C:10]([C:12]2[C:13]3[CH:34]=[CH:33][C:32]([O:35][CH2:36][C:37]4[CH:42]=[CH:41][CH:40]=[CH:39][CH:38]=4)=[CH:31][C:14]=3[S:15][C:16]=2[C:17]2[CH:22]=[CH:21][C:20]([O:23][CH2:24][CH2:25][N:26]3[CH2:30][CH2:29][CH2:28][CH2:27]3)=[CH:19][CH:18]=2)=O)[CH:6]=[CH:7][C:8]=1[OH:9].CC(C[AlH]CC(C)C)C.[SiH](CC)(CC)CC.C(O)(C(F)(F)F)=O.C([O-])(O)=O.[Na+]>C1COCC1>[CH2:36]([O:35][C:32]1[CH:33]=[CH:34][C:13]2[C:12]([CH2:10][C:5]3[CH:6]=[CH:7][C:8]([OH:9])=[C:3]([O:2][CH3:1])[CH:4]=3)=[C:16]([C:17]3[CH:22]=[CH:21][C:20]([O:23][CH2:24][CH2:25][N:26]4[CH2:27][CH2:28][CH2:29][CH2:30]4)=[CH:19][CH:18]=3)[S:15][C:14]=2[CH:31]=1)[C:37]1[CH:38]=[CH:39][CH:40]=[CH:41][CH:42]=1 |f:4.5|. Procedure: A 0° C. solution of 6-benzyloxy-2-[4-[2-(1-pyrrolidinyl)ethoxy]phenyl]benzo[b]thiophen-3-yl 3-methoxy-4-hydroxyphenyl ketone (Part D; 3.85 g, 6.64 mmol) in 100 mL of anhydrous THF was treated with DIBAL-H (17 mL, 1M solution in toluene) dropwise via syringe. After 1 hr at 0° C., the remaining DIBAL-H was quenched with excess MeOH. 100 mL of saturated Na+K+ tartrate and 50 mL of EtOAc were added, and the biphasic mixture was vigorously stirred for 1.5 hr at ambient temperature. The layers were se...